Dataset: the Open Reaction Database (ORD), a public repository of structured organic reaction records. Task: describe an organic reaction: reactants, conditions, products, and yield Run in OO (hydrogen peroxide). Reactants: [OH-].[Na+] (sodium hydroxide), CC(=CCCC1=CCC(CC1)CC#N)C ((4-(4-Methyl-3-pentenyl)-3-cyclohexenyl)acetonitrile), O (water), ice, Cl (hydrochloric acid). Reported procedure: To a solution of sodium hydroxide (10.5 g) in water (150 mL) and 30% hydrogen peroxide (50 mL) is added the nitrile 2A (R=4-Methyl-3-pentenyl) (10 g). The reaction mixture is stirred at reflux overnight. The reaction is then cooled to room temperature, and poured into a mixture of ice (30 g) and hydrochloric acid (22 mL). The acid product is extracted with ethyl acetate, and the combined organic layers are washed with brine and dried over magnesium sulfate. The solution is concentrated in vacuo. RXN SMILES: [OH-:1].[Na+].[CH3:3][C:4]([CH3:17])=[CH:5][CH2:6][CH2:7][C:8]1[CH2:13][CH2:12][CH:11]([CH2:14][C:15]#N)[CH2:10][CH:9]=1.Cl.[OH2:19]>OO>[CH3:3][C:4]([CH3:17])=[CH:5][CH2:6][CH2:7][C:8]1[CH2:13][CH2:12][CH:11]([CH2:14][C:15]([OH:19])=[O:1])[CH2:10][CH:9]=1 |f:0.1|. Yields the product CC(=CCCC1=CCC(CC1)CC(=O)O)C ((4-(4-Methyl-3-pentenyl)-3-cyclohexenyl)acetic acid). The reactants are NC=1C(=C(C(=O)OC)C(=CC1)F)F (methyl 3-amino-2,6-difluorobenzoate), N1=CC=CC=C1 (pyridine), CS(=O)(=O)Cl (methanesulfonyl chloride). Solvent: C(Cl)Cl (CH2Cl2). Run at time 24 hour. Product: FC1=C(C(=O)OC)C(=CC=C1NS(=O)(=O)C)F (methyl 2,6-difluoro-3-[(methylsulfonyl)amino]benzoate). As a reaction SMILES: [NH2:1][C:2]1[C:3]([F:13])=[C:4]([C:9]([F:12])=[CH:10][CH:11]=1)[C:5]([O:7][CH3:8])=[O:6].N1C=CC=CC=1.[CH3:20][S:21](Cl)(=[O:23])=[O:22]>C(Cl)Cl>[F:13][C:3]1[C:2]([NH:1][S:21]([CH3:20])(=[O:23])=[O:22])=[CH:11][CH:10]=[C:9]([F:12])[C:4]=1[C:5]([O:7][CH3:8])=[O:6]. Procedure: To a solution of methyl 3-amino-2,6-difluorobenzoate (530 mg, 2.83 mmol) and pyridine (0.28 mL, 3.40 mmol) in 10 mL CH2Cl2 was added methanesulfonyl chloride (0.24 mL, 3.11 mmol). After 24 h at room temperature, the reaction mixture was washed with saturated aqueous NaHCO3 and extracted with CHCl3 to provide crude methyl 2,6-difluoro-3-[(methylsulfonyl)amino]benzoate as a solid (ESI-MS 264 (M−H)), which was hydrolyzed using aqueous NaOH to provide 2,6-difluoro-3-[(methylsulfonyl)amino]benzoic ac... Reactants: ClC=1C(=C(C=CC1)NC(=O)C1=CC(=CC=2NC(=NC21)COC)NC(=O)C2=C(C=CC=C2)C(F)(F)F)C (N-(3-chloro-2-methylphenyl)-2-(methoxymethyl)-6-({[2-(trifluoromethyl)phenyl]carbonyl}amino)-1H-benzimidazole-4-carboxamide), Cl (hydrochloric acid). Run in CCO (EtOH). Product: Cl.ClC=1C(=C(C=CC1)NC(=O)C1=CC(=CC=2NC(=NC21)COC)NC(=O)C2=C(C=CC=C2)C(F)(F)F)C (N-(3-Chloro-2-methylphenyl)-2-(methoxymethyl)-6-({[2-(trifluoromethyl)phenyl]carbonyl}amino)-1H-benzimidazole-4-carboxamide hydrochloride). The yield is 189.1%. Reaction SMILES: [Cl:1][C:2]1[C:3]([CH3:36])=[C:4]([NH:8][C:9]([C:11]2[C:19]3[N:18]=[C:17]([CH2:20][O:21][CH3:22])[NH:16][C:15]=3[CH:14]=[C:13]([NH:23][C:24]([C:26]3[CH:31]=[CH:30][CH:29]=[CH:28][C:27]=3[C:32]([F:35])([F:34])[F:33])=[O:25])[CH:12]=2)=[O:10])[CH:5]=[CH:6][CH:7]=1.Cl>CCO>[ClH:1].[Cl:1][C:2]1[C:3]([CH3:36])=[C:4]([NH:8][C:9]([C:11]2[C:19]3[N:18]=[C:17]([CH2:20][O:21][CH3:22])[NH:16][C:15]=3[CH:14]=[C:13]([NH:23][C:24]([C:26]3[CH:31]=[CH:30][CH:29]=[CH:28][C:27]=3[C:32]([F:33])([F:34])[F:35])=[O:25])[CH:12]=2)=[O:10])[CH:5]=[CH:6][CH:7]=1 |f:3.4|. Procedure details: N-(3-chloro-2-methylphenyl)-2-(methoxymethyl)-6-({[2-(trifluoromethyl)phenyl]carbonyl}amino)-1H-benzimidazole-4-carboxamide (165 mg) obtained in Step 7 was suspended in EtOH (3 mL). To the suspension was added 1M hydrochloric acid (0.32 mL), it was stirred to obtain a homogeneous solution, and the solvent was removed under reduced pressure. The residue was triturated in ethyl acetate, collected by filtration, and dried to obtain the titled compound (167 mg) as colorless powder. The reactants are COC1=C(C=CC=C1)N1CCN(CC1)CCNC(C1=CC=CC=C1)(C1=CC=CC=C1)C1=CC=CC=C1 (2-[4-(2-methoxyphenyl)piperazin-1-yl)-N-(triphenylmethyl)ethanamine), Cl (hydrochloric acid). The solvent is CO (methanol). Yields the product Cl.Cl.Cl.COC1=C(C=CC=C1)N1CCN(CC1)CCN (2-[4-(2-Methoxyphenyl)piperazin-1-yl]ethanamine trihydrochloride). Reaction SMILES: [CH3:1][O:2][C:3]1[CH:8]=[CH:7][CH:6]=[CH:5][C:4]=1[N:9]1[CH2:14][CH2:13][N:12]([CH2:15][CH2:16][NH:17]C(C2C=CC=CC=2)(C2C=CC=CC=2)C2C=CC=CC=2)[CH2:11][CH2:10]1.[ClH:37]>CO>[ClH:37].[ClH:37].[ClH:37].[CH3:1][O:2][C:3]1[CH:8]=[CH:7][CH:6]=[CH:5][C:4]=1[N:9]1[CH2:10][CH2:11][N:12]([CH2:15][CH2:16][NH2:17])[CH2:13][CH2:14]1 |f:3.4.5.6|. Procedure details: 9.24 g of 2-[4-(2-methoxyphenyl)piperazin-1-yl)-N-(triphenylmethyl)ethanamine are dissolved in 400 ml of methanol and, after homogenization, a stream of gaseous hydrochloric acid is passed into the solution for 10 min. The precipitate is collected, rinsed with methanol and dried under vacuum. 5.33 g of white solid are obtained. Reactants: [Al+3], C1CCOC1, Cc1ccc(S(=O)(=O)N2C3C[Si](C)(C)CC32)cc1, [H-], [H-], [H-], [H-], [Li+]. Product: Cc1ccc(S(=O)(=O)NC2CC[Si](C)(C)C2)cc1. Reaction SMILES: [Al+3:20].[CH2:25]1[O:26][CH2:27][CH2:28][CH2:29]1.[CH3:1][Si:2]1([CH3:18])[CH2:3][CH:4]2[N:5]([S:8](=[O:9])(=[O:10])[c:11]3[cH:12][cH:13][c:14]([CH3:17])[cH:15][cH:16]3)[CH:6]2[CH2:7]1.[H-:19].[H-:22].[H-:23].[H-:24].[Li+:21]>>[CH3:1][Si:2]1([CH3:18])[CH2:3][CH:4]([NH:5][S:8](=[O:9])(=[O:10])[c:11]2[cH:12][cH:13][c:14]([CH3:17])[cH:15][cH:16]2)[CH2:6][CH2:7]1. The reactants are O=C1CCC(=O)N1Br, ClC(Cl)(Cl)Cl, Cc1ccc(C#N)c(F)c1, CC(C)(C#N)N=NC(C)(C)C#N. Product: N#Cc1ccc(CBr)cc1F. RXN SMILES: [Br:1][N:2]1[C:3](=[O:4])[CH2:5][CH2:6][C:7]1=[O:8].[C:31]([Cl:32])([Cl:33])([Cl:34])[Cl:35].[F:21][c:22]1[c:23]([C:24]#[N:25])[cH:26][cH:27][c:28]([CH3:30])[cH:29]1.[N:9]#[C:10][C:11]([N:12]=[N:13][C:14]([C:15]#[N:16])([CH3:17])[CH3:18])([CH3:19])[CH3:20]>>[Br:1][CH2:30][c:28]1[cH:27][cH:26][c:23]([C:24]#[N:25])[c:22]([F:21])[cH:29]1. The reactants are COc1ccc(N2CC(C)NC(C)C2)cc1NS(=O)(=O)c1ccc(Br)cc1, Cc1ccc(B(O)O)o1, COCCOC, CCOC(C)=O, [Na+], [Na+], O=C([O-])[O-], O. The product is COc1ccc(N2CC(C)NC(C)C2)cc1NS(=O)(=O)c1ccc(-c2ccc(C)o2)cc1. RXN SMILES: [Br:1][c:2]1[cH:3][cH:4][c:5]([S:8](=[O:9])(=[O:10])[NH:11][c:12]2[c:13]([O:26][CH3:27])[cH:14][cH:15][c:16]([N:18]3[CH2:19][CH:20]([CH3:25])[NH:21][CH:22]([CH3:24])[CH2:23]3)[cH:17]2)[cH:6][cH:7]1.[CH3:34][c:35]1[cH:36][cH:37][c:38]([B:40]([OH:41])[OH:42])[o:39]1.[CH3:43][O:44][CH2:45][CH2:46][O:47][CH3:48].[CH3:50][CH2:51][O:52][C:53](=[O:54])[CH3:55].[Na+:28].[Na+:29].[O-:30][C:31](=[O:32])[O-:33].[OH2:49]>>[c:2]1(-[c:38]2[cH:37][cH:36][c:35]([CH3:34])[o:39]2)[cH:3][cH:4][c:5]([S:8](=[O:9])(=[O:10])[NH:11][c:12]2[c:13]([O:26][CH3:27])[cH:14][cH:15][c:16]([N:18]3[CH2:19][CH:20]([CH3:25])[NH:21][CH:22]([CH3:24])[CH2:23]3)[cH:17]2)[cH:6][cH:7]1. Reactants: [Si](C)(C)(C(C)(C)C)OCC[C@H]1CCC=2SC=3N=CN=C(C3C2C1)OC1CCC(CC1)N(C)C (4-[[(12S)-12-[2-[(tert-butyldimethylsilyl)oxy]ethyl]-8-thia-4,6-diazatricyclo[7.4.0.0[2,7]]trideca-1(9),2(7),3,5-tetraen-3-yl]oxy]-N,N-dimethylcyclohexan-1-amine), Cl (hydrochloric acid), CO (methanol). Conditions: time 1 hour. The product is C(=O)OCC[C@H]1CCC=2SC=3N=CN=C(C3C2C1)OC1CCC(CC1)N(C)C (2-[(12S)-3-[[4-(dimethylamino)cyclohexyl]oxy]-8-thia-4,6-diazatricyclo[7.4.0.0[2,7]]trideca-1(9),2(7),3,5-tetraen-12-yl]ethan-1-ol formate). The yield is 55.0%. As a reaction SMILES: [Si]([O:8][CH2:9][CH2:10][C@@H:11]1[CH2:23][C:22]2[C:21]3[C:20]([O:24][CH:25]4[CH2:30][CH2:29][CH:28]([N:31]([CH3:33])[CH3:32])[CH2:27][CH2:26]4)=[N:19][CH:18]=[N:17][C:16]=3[S:15][C:14]=2[CH2:13][CH2:12]1)(C(C)(C)C)(C)C.Cl.[CH3:35][OH:36]>>[CH:35]([O:8][CH2:9][CH2:10][C@@H:11]1[CH2:23][C:22]2[C:21]3[C:20]([O:24][CH:25]4[CH2:26][CH2:27][CH:28]([N:31]([CH3:33])[CH3:32])[CH2:29][CH2:30]4)=[N:19][CH:18]=[N:17][C:16]=3[S:15][C:14]=2[CH2:13][CH2:12]1)=[O:36]. Procedure details: To a solution of 4-[[(12S)-12-[2-[(tert-butyldimethylsilyl)oxy]ethyl]-8-thia-4,6-diazatricyclo[7.4.0.0[2,7]]trideca-1(9),2(7),3,5-tetraen-3-yl]oxy]-N,N-dimethylcyclohexan-1-amine (110 mg, 0.22 mmol, 1.00 equiv) in methanol (5 mL) was added hydrochloric acid (12 M, 0.5 mL) at 0° C. The resulting solution was stirred for 1 h at room temperature. The solvent was removed in vacuo and the crude product (80 mg) was purified by preparative HPLC under the following conditions (SHIMADZU): Column: SunFire... Starting materials: C(C1=CC=CC=C1)OC([C@H](CC=1N=CNC1)OC(C(CC1=CC=CC=C1)CC1=CC=CC=C1)=O)=O ((S)-α-(dibenzylacetoxy)imidazole-4-propionic acid benzyl ester). Reagents/catalysts: [Pd] (palladium-on-carbon). Solvent: CO (methanol). Product: C(C1=CC=CC=C1)C(C(=O)O[C@H](C(=O)O)CC=1N=CNC1)CC1=CC=CC=C1 ((S)-α-(dibenzylacetoxy)imidazole-4-propionic acid). Isolated yield 96.7%. RXN SMILES: C([O:8][C:9](=[O:35])[C@@H:10]([O:17][C:18](=[O:34])[CH:19]([CH2:27][C:28]1[CH:33]=[CH:32][CH:31]=[CH:30][CH:29]=1)[CH2:20][C:21]1[CH:26]=[CH:25][CH:24]=[CH:23][CH:22]=1)[CH2:11][C:12]1[N:13]=[CH:14][NH:15][CH:16]=1)C1C=CC=CC=1>CO.[Pd]>[CH2:27]([CH:19]([CH2:20][C:21]1[CH:26]=[CH:25][CH:24]=[CH:23][CH:22]=1)[C:18]([O:17][C@@H:10]([CH2:11][C:12]1[N:13]=[CH:14][NH:15][CH:16]=1)[C:9]([OH:35])=[O:8])=[O:34])[C:28]1[CH:33]=[CH:32][CH:31]=[CH:30][CH:29]=1. Reported procedure: 3.2 g (6.83 mmol) of (S)-α-(dibenzylacetoxy)imidazole-4-propionic acid benzyl ester in 150 ml of methanol were hydrogenated at room temperature for 2 hours in the presence of 660 mg of palladium-on-carbon. The catalyst was filtered off and the filter residue was washed several times with a 1:1 mixture of methylene chloride and methanol. The solution was concentrated under reduced pressure until crystallization occurred. Recrystallization of the crystallizate from methylene chloride/methanol yiel...